Dataset: the Open Reaction Database (ORD), a public repository of structured organic reaction records. Task: describe an organic reaction: reactants, conditions, products, and yield The reactants are CCO, CCOC(=O)c1sc2nc(Cc3ccc(Cl)c(Cl)c3)nc(Cl)c2c1C, NC(N)=S, O. The product is CCOC(=O)c1sc2nc(Cc3ccc(Cl)c(Cl)c3)[nH]c(=S)c2c1C. Reaction SMILES: [CH3:30][CH2:31][OH:32].[Cl:1][c:2]1[c:3]2[c:4]([n:5][c:6]([CH2:8][c:9]3[cH:10][c:11]([Cl:16])[c:12]([Cl:15])[cH:13][cH:14]3)[n:7]1)[s:17][c:18]([C:21](=[O:22])[O:23][CH2:24][CH3:25])[c:19]2[CH3:20].[NH2:26][C:27]([NH2:28])=[S:29].[OH2:33]>>[c:2]1(=[S:29])[c:3]2[c:4]([n:5][c:6]([CH2:8][c:9]3[cH:10][c:11]([Cl:16])[c:12]([Cl:15])[cH:13][cH:14]3)[nH:7]1)[s:17][c:18]([C:21](=[O:22])[O:23][CH2:24][CH3:25])[c:19]2[CH3:20].